Dataset: the Open Reaction Database (ORD), a public repository of structured organic reaction records. Task: describe an organic reaction: reactants, conditions, products, and yield Reactants: [Si](C)(C)(C(C)(C)C)OCCOC1=CC=C(C=C1)NC1=NC=C(C(=N1)NC=1C=C(C=CC1)NC(C=C)=O)F (N-(3-((2-((4-(2-((tert-butyldimethylsilyl)oxy)ethoxy)phenyl)amino)-5-fluoropyrimidin-4-yl)amino)phenyl)acrylamide), C[N+]1(CCOCC1)[O-] (NMO), OSO4, C1CCOC1 (THF), C(Cl)(Cl)Cl.CO (CHCl3 methanol). Run in O (water). Run at time 2 hour. Yields the product [Si](C)(C)(C(C)(C)C)OCCOC1=CC=C(C=C1)NC1=NC=C(C(=N1)NC=1C=C(C=CC1)NC(C(CO)O)=O)F (N-(3-((2-((4-(2-((tert-butyldimethylsilyl)oxy)ethoxy)phenyl)amino)-5-fluoropyrimidin-4-yl)amino)phenyl)-2,3-dihydroxypropanamide). Reaction SMILES: [Si:1]([O:8][CH2:9][CH2:10][O:11][C:12]1[CH:17]=[CH:16][C:15]([NH:18][C:19]2[N:24]=[C:23]([NH:25][C:26]3[CH:27]=C(NC(=O)C=C)C=[CH:30][CH:31]=3)[C:22]([F:37])=[CH:21][N:20]=2)=[CH:14][CH:13]=1)([C:4]([CH3:7])([CH3:6])[CH3:5])([CH3:3])[CH3:2].C[N+:39]1([O-])[CH2:44][CH2:43][O:42][CH2:41][CH2:40]1.C(Cl)(Cl)Cl.C[OH:51].C1[CH2:56][O:55]CC1>O>[Si:1]([O:8][CH2:9][CH2:10][O:11][C:12]1[CH:17]=[CH:16][C:15]([NH:18][C:19]2[N:24]=[C:23]([NH:25][C:26]3[CH:27]=[C:44]([NH:39][C:40](=[O:51])[CH:41]([OH:42])[CH2:56][OH:55])[CH:43]=[CH:30][CH:31]=3)[C:22]([F:37])=[CH:21][N:20]=2)=[CH:14][CH:13]=1)([C:4]([CH3:6])([CH3:5])[CH3:7])([CH3:2])[CH3:3] |f:2.3|. Procedure details: Into a 25 mL 3-neck RBF equipped with a calcium chloride guard tube, N-(3-((2-((4-(2-((tert-butyldimethylsilyl)oxy)ethoxy)phenyl)amino)-5-fluoropyrimidin-4-yl)amino)phenyl)acrylamide (2.0 g), in THF (15 mL), NMO (0.671 g) and OSO4 (4.85 mL 4% in water) solution were charged at room temperature. The reaction mixture was stirred at room temperature for 2 hr. The reaction was monitored on TLC using CHCl3:methanol (9:1). After completion, the reaction mixture was poured in water and extracted into e... Reactants: C(C)(C)C=1C(NC2=C(C=CC(=C2C1)OCC=C(C)C)C)=O (3-Isopropyl-8-methyl-5-prenyloxycarbostyril). Run in CN(C1=CC=CC=C1)C (N,N-dimethylaniline). Run at temperature 202 celsius, time 2 hour. The product is CC(C(=C)C)C=1C(=C2C=C(C(NC2=C(C1)C)=O)C(C)C)O (6-(1,2-Dimethylallyl)-5-hydroxy-3-isopropyl-8-methylcarbostyril). Yield: 178.6%. As a reaction SMILES: [CH:1]([C:4]1[C:5](=[O:21])[NH:6][C:7]2[C:12]([CH:13]=1)=[C:11]([O:14]CC=C(C)C)[CH:10]=[CH:9][C:8]=2[CH3:20])([CH3:3])[CH3:2]>CN(C)C1C=CC=CC=1>[CH3:13][CH:4]([C:10]1[C:11]([OH:14])=[C:12]2[C:7](=[C:8]([CH3:20])[CH:9]=1)[NH:6][C:5](=[O:21])[C:4]([CH:1]([CH3:2])[CH3:3])=[CH:13]2)[C:1]([CH3:3])=[CH2:2]. Procedure: 3-Isopropyl-8-methyl-5-prenyloxycarbostyril (1.90 g, 6.67 mmol) was suspended in N,N-dimethylaniline (30 ml). The suspension was heated and dissolved while stirring at 202° C. for 2 hours. The reaction system was heated under reduced pressure until condensed. The resultant residue was recrystallized from chloroform-hexane to obtain 1.70 g of the title compound as pale yellow powdery crystals (89.5%). The reactants are C1(=CC=CC=C1)P(C1=CC=CC=C1)(C1=CC=CC=C1)=CC(=O)OC (methyl triphenylphosphoranylideneacetate), C(C)N(C(=O)NCCCCCCC)C=1C=C(C=CC1)C1=CC=C(C=C1)C=O (1-ethyl-1-(4′-formylbiphenyl-3-yl)-3-heptylurea), C1(=CC=CC=C1)C (toluene). Run at temperature 90 celsius. Yields the product C(C)N(C(=O)NCCCCCCC)C=1C=C(C=CC1)C1=CC=C(C=C1)/C=C/C(=O)OC (methyl (E)-3-[3′-(1-ethyl-3-heptylureido)biphenyl-4-yl]acrylate). Yield: 91.0%. RXN SMILES: C1(P(=[CH:20][C:21]([O:23][CH3:24])=[O:22])(C2C=CC=CC=2)C2C=CC=CC=2)C=CC=CC=1.[CH2:25]([N:27]([C:38]1[CH:39]=[C:40]([C:44]2[CH:49]=[CH:48][C:47](C=O)=[CH:46][CH:45]=2)[CH:41]=[CH:42][CH:43]=1)[C:28]([NH:30][CH2:31][CH2:32][CH2:33][CH2:34][CH2:35][CH2:36][CH3:37])=[O:29])[CH3:26].[C:52]1(C)C=CC=CC=1>>[CH2:25]([N:27]([C:38]1[CH:39]=[C:40]([C:44]2[CH:49]=[CH:48][C:47](/[CH:52]=[CH:20]/[C:21]([O:23][CH3:24])=[O:22])=[CH:46][CH:45]=2)[CH:41]=[CH:42][CH:43]=1)[C:28]([NH:30][CH2:31][CH2:32][CH2:33][CH2:34][CH2:35][CH2:36][CH3:37])=[O:29])[CH3:26]. Reported procedure: 1.0 g (3 mmol, 1.5 eq) of methyl triphenylphosphoranylideneacetate are added to a solution of 740 mg (2.02 mmol, 1 eq) of 1-ethyl-1-(4′-formylbiphenyl-3-yl)-3-heptylurea in 8 ml of toluene. The reaction mixture is heated at 90° C. for 1 hour. The solvent is evaporated off and the residual oil is then chromatographed on silica gel (8/2 heptane/ethyl acetate). 775 mg of methyl (E)-3-[3′-(1-ethyl-3-heptylureido)biphenyl-4-yl]acrylate are obtained in the form of an off-white solid. Yield=91% Starting materials: C1(CCCCC1)O (cyclohexyl alcohol), C1(=CC=CC=C1)C(C(=O)O)C(=O)O (Phenylmalonic acid), S(=O)(Cl)Cl (thionyl chloride). Reagents/catalysts: CN(C=O)C (N,N-dimethylformamide). Solvent: CCOCC (ether). Product: C1(=CC=CC=C1)C(C(=O)OC1CCCCC1)C(=O)O (cyclohexyl hydrogen phenylmalonate). Reaction SMILES: [C:1]1([CH:7]([C:11]([OH:13])=[O:12])[C:8]([OH:10])=[O:9])[CH:6]=[CH:5][CH:4]=[CH:3][CH:2]=1.S(Cl)(Cl)=O.[CH:18]1(O)[CH2:23][CH2:22][CH2:21][CH2:20][CH2:19]1>CCOCC.CN(C)C=O>[C:1]1([CH:7]([C:11]([OH:13])=[O:12])[C:8]([O:10][CH:18]2[CH2:23][CH2:22][CH2:21][CH2:20][CH2:19]2)=[O:9])[CH:2]=[CH:3][CH:4]=[CH:5][CH:6]=1. Procedure: Phenylmalonic acid (13.5 g, 0.07 mol) in dry ether (40 mL) was treated with thionyl chloride (8.92 g, 5.4 mL, 0.07 mol) and one drop of N,N-dimethylformamide. The mixture was heated at 40°-50° C. for 3 hours. The clear solution was distilled under vacuum. The oily residue was redissolved in dry ether (40 mL), the solution was treated with cyclohexyl alcohol (0.075 mol, 7.9 mL) and refluxed for 2 hours. The mixture was worked up as before to give an oily product which crystallized on standing. Re... The reactants are [O-]CC.[Na+] (sodium ethoxide), C(C(=O)N)C(=O)N (malonodiamide), C(=O)N (formamide), C(C(=O)N)C(=O)N (malonodiamide), alkali metal alkoxides, C(=O)N (formamide), C1CC=COC1 (DHP), alkali metal alkoxide. Solvent: C[O-].[Na+] (sodium methoxide), C(C)O (ethanol), CO (methanol). Product: C(=O)OCC (Ethyl formate), [O-]CC.[Na+] (sodium ethoxide), C1CC=COC1 (DHP). As a reaction SMILES: [CH2:1]1[CH2:6][O:5][CH:4]=[CH:3][CH2:2]1.C(C(N)=O)C(N)=[O:9].C(N)=O.[O-:17][CH2:18][CH3:19].[Na+:20]>CO.C[O-].[Na+].C(O)C>[CH:6]([O:5][CH2:4][CH3:3])=[O:9].[O-:17][CH2:18][CH3:19].[Na+:20].[CH2:1]1[CH2:6][O:5][CH:4]=[CH:3][CH2:2]1 |f:3.4,6.7,10.11|. Procedure: The DHP yield was improved by approximately 30% to a maximum of 81% by A. Sommer, DE-OS 1 200 308 by reacting malonodiamide with formamide in alcoholic solution with more than 2 moles, advantageously with 3.0 to 3.9 moles, of alkali metal alkoxide. As opposed to Brown, this worker employed formamide in the examples in amounts of just over 2 moles per mole of malonodiamide. The alkali metal alkoxides used were sodium ethoxide in methanol and sodium methoxide in ethanol. In the latter case, the me... Reactants: C(C)(C)(C)OCC(C(=O)OC(C)(C)C)NCC1=C(C=C(C=C1)C#N)F (tert-butyl 3-tert-butoxy-2-[(4-cyano-2-fluorobenzyl)amino]propanoate), [H-].[Na+] (sodium hydride), CI (Methyl iodide). Run in CN(C)C=O (DMF), CN(C)C=O (DMF). Run at time 20 minute. Yields the product C(C)(C)(C)OCC(C(=O)OC(C)(C)C)N(C)CC1=C(C=C(C=C1)C#N)F (tert-Butyl 3-tert-butoxy-2-[(4-cyano-2-fluorobenzyl)(methyl)amino]propanoate). As a reaction SMILES: [H-].[Na+].[C:3]([O:7][CH2:8][CH:9]([NH:17][CH2:18][C:19]1[CH:24]=[CH:23][C:22]([C:25]#[N:26])=[CH:21][C:20]=1[F:27])[C:10]([O:12][C:13]([CH3:16])([CH3:15])[CH3:14])=[O:11])([CH3:6])([CH3:5])[CH3:4].[CH3:28]I>CN(C=O)C>[C:3]([O:7][CH2:8][CH:9]([N:17]([CH2:18][C:19]1[CH:24]=[CH:23][C:22]([C:25]#[N:26])=[CH:21][C:20]=1[F:27])[CH3:28])[C:10]([O:12][C:13]([CH3:16])([CH3:15])[CH3:14])=[O:11])([CH3:4])([CH3:5])[CH3:6] |f:0.1|. Reported procedure: To a stirred suspension of sodium hydride (1.8 g, 0.038 mol) in dry DMF (10 mL) at 0° C., tert-butyl 3-tert-butoxy-2-[(4-cyano-2-fluorobenzyl)amino]propanoate (6.7 g, 0.019 mol) in DMF (20 mL) was added dropwise. The resulting mixture was allowed to stir for 20 min at RT. Methyl iodide (3.5 mL, 0.0057 mol) was then added dropwise at 000 and the mixture was allowed to stir for 3 hr at RT. The reaction mixture was quenched in ice water and extracted with ethyl acetate (250 mL). The organic layer w... Reactants: [I-].[Na+] (Sodium iodide), BrCC(=O)OCC1=CC=C(C=C1)[N+](=O)[O-] (4-nitrobenzyl bromoacetate). Solvent: CC(=O)C (acetone). Run at time 2.25 hour. Yields the product ICC(=O)OCC1=CC=C(C=C1)[N+](=O)[O-] (4-nitrobenzyl iodoacetate). The yield is 89.6%. Reaction SMILES: [I-:1].[Na+].Br[CH2:4][C:5]([O:7][CH2:8][C:9]1[CH:14]=[CH:13][C:12]([N+:15]([O-:17])=[O:16])=[CH:11][CH:10]=1)=[O:6]>CC(C)=O>[I:1][CH2:4][C:5]([O:7][CH2:8][C:9]1[CH:14]=[CH:13][C:12]([N+:15]([O-:17])=[O:16])=[CH:11][CH:10]=1)=[O:6] |f:0.1|. Procedure: Sodium iodide (3.5 g) was slowly added to a stirred solution of 4-nitrobenzyl bromoacetate (5.0 g) in acetone (50 ml) at room temperature over 5 minutes, and the solution was stirred at the same temperature for 2.25 hours. The resultant mixture was evaporated in vacuo, and the residue was dissolved in a mixture of ethyl acetate (40 ml) and water (15 ml). The organic layer was separated, washed with a saturated aqueous solution of sodium chloride and an aqueous solution of sodium thiosulfate in t...